From a dataset of the Open Reaction Database (ORD), a public repository of structured organic reaction records. describe an organic reaction: reactants, conditions, products, and yield The reactants are C(C)(C)(C)OC(NCC(CNC(C1=C(C=C(C=C1)C1=NOC(C1)(C(F)(F)F)C1=CC(=CC(=C1)Cl)Cl)C)=O)O)=O ((3{4-[5-(3,5-dichloro-phenyl)-5-trifluoromethyl-4,5-dihydro-isoxazol-3-yl]-2-methyl-benzoylamino}-2-hydroxy-propyl)-carbamic acid tert-butyl ester), FC(C(=O)O)(F)F (trifluoroacetic acid). Solvent: ClCCl (dichloromethane). Reaction conditions: time 10 hour. The product is NCC(CNC(C1=C(C=C(C=C1)C1=NOC(C1)(C(F)(F)F)C1=CC(=CC(=C1)Cl)Cl)C)=O)O (N-(3-amino-2-hydroxy-propyl)-4-[5-(3,5-dichloro-phenyl)-5-trifluoromethyl-4,5-dihydro-isoxazol-3-yl]-2-methyl-benzamide). Isolated yield 78.3%. As a reaction SMILES: C(OC(=O)[NH:7][CH2:8][CH:9]([OH:38])[CH2:10][NH:11][C:12](=[O:37])[C:13]1[CH:18]=[CH:17][C:16]([C:19]2[CH2:23][C:22]([C:28]3[CH:33]=[C:32]([Cl:34])[CH:31]=[C:30]([Cl:35])[CH:29]=3)([C:24]([F:27])([F:26])[F:25])[O:21][N:20]=2)=[CH:15][C:14]=1[CH3:36])(C)(C)C.FC(F)(F)C(O)=O>ClCCl>[NH2:7][CH2:8][CH:9]([OH:38])[CH2:10][NH:11][C:12](=[O:37])[C:13]1[CH:18]=[CH:17][C:16]([C:19]2[CH2:23][C:22]([C:28]3[CH:29]=[C:30]([Cl:35])[CH:31]=[C:32]([Cl:34])[CH:33]=3)([C:24]([F:26])([F:27])[F:25])[O:21][N:20]=2)=[CH:15][C:14]=1[CH3:36]. Procedure details: A solution of (3{4-[5-(3,5-dichloro-phenyl)-5-trifluoromethyl-4,5-dihydro-isoxazol-3-yl]-2-methyl-benzoylamino}-2-hydroxy-propyl)-carbamic acid tert-butyl ester (0.2 g) in dichloromethane (10 ml) was cooled to 0° C., treated with trifluoroacetic acid (0.5 ml) and stirred for 10 h. The reaction mixture was concentrated in vacuo and diluted with dichloromethane (50 ml), washed with saturated aqueous solution of sodium bicarbonate (20 ml) and finally with water (2×20 ml). The organic layer was sepa... The reactants are COc1cc2cc(C(=O)Nc3cc(NC(=O)OCc4ccccc4)c4ccccc4c3CCOC(C)=O)[nH]c2c(OC)c1OC, C1CCOC1. The product is COc1cc2cc(C(=O)Nc3cc(N)c4ccccc4c3CCOC(C)=O)[nH]c2c(OC)c1OC. RXN SMILES: [C:1]([CH3:2])(=[O:3])[O:4][CH2:5][CH2:6][c:7]1[c:8]([NH:28][C:29](=[O:30])[c:31]2[nH:32][c:33]3[c:34]([O:44][CH3:45])[c:35]([O:42][CH3:43])[c:36]([O:40][CH3:41])[cH:37][c:38]3[cH:39]2)[cH:9][c:10]([NH:17][C:18]([O:19][CH2:20][c:21]2[cH:22][cH:23][cH:24][cH:25][cH:26]2)=[O:27])[c:11]2[cH:12][cH:13][cH:14][cH:15][c:16]12.[CH2:46]1[O:47][CH2:48][CH2:49][CH2:50]1>>[C:1]([CH3:2])(=[O:3])[O:4][CH2:5][CH2:6][c:7]1[c:8]([NH:28][C:29](=[O:30])[c:31]2[nH:32][c:33]3[c:34]([O:44][CH3:45])[c:35]([O:42][CH3:43])[c:36]([O:40][CH3:41])[cH:37][c:38]3[cH:39]2)[cH:9][c:10]([NH2:17])[c:11]2[cH:12][cH:13][cH:14][cH:15][c:16]12.